From a dataset of the Open Reaction Database (ORD), a public repository of structured organic reaction records. describe an organic reaction: reactants, conditions, products, and yield The reactants are S1C(=NC2=C1C=CC=C2)CCCN(C(OCC2=CC=CC=C2)=O)C (benzyl [3-(2-benzthiazolyl)propyl]methylcarbamate), Br (hydrogen bromide), CCOCC (ether). The solvent is C(C)(=O)O (acetic acid). Reaction conditions: time 20 hour. Product: Br.Br.CNCCCC=1SC2=C(N1)C=CC=C2 (2-[3-(methylamino)propyl]benzthiazole dihydrobromide). The yield is 93.1%. Reaction SMILES: [S:1]1[C:5]2[CH:6]=[CH:7][CH:8]=[CH:9][C:4]=2[N:3]=[C:2]1[CH2:10][CH2:11][CH2:12][N:13](C)[C:14](=O)OCC1C=CC=CC=1.CCOCC.[BrH:30]>C(O)(=O)C>[BrH:30].[BrH:30].[CH3:14][NH:13][CH2:12][CH2:11][CH2:10][C:2]1[S:1][C:5]2[CH:6]=[CH:7][CH:8]=[CH:9][C:4]=2[N:3]=1 |f:4.5.6|. Reported procedure: 1.7 g (4.99 mmol) of benzyl [3-(2-benzthiazolyl)propyl]methylcarbamate are dissolved at 0° in 40% hydrogen bromide in acetic acid and stirred at room temperature for 20 hours. Thereupon, 60 ml of ether are added and, after 1.5 hours, the precipitate formed is filtered off. After washing the crystalline precipitate with ether and drying there are obtained 1.71 g (93.1%) of 2-[3-(methylamino)propyl]benzthiazole dihydrobromide, m.p. 196°-197°.